This data is from the Open Reaction Database (ORD), a public repository of structured organic reaction records. The task is: describe an organic reaction: reactants, conditions, products, and yield The reactants are NC1=NC(=NC=C1)C1=NC=CC=C1 (4-amino-2-(2-pyridinyl)pyrimidine), C(C)OC=C(C(=O)OCC)C(=O)OCC (diethyl ethoxymethylenemalonate), CS(=O)(=O)O.N1=C(C=CC=C1)C1=NC=CC(=N1)NC=C(C(=O)OCC)C(=O)OCC (diethyl N-[2-(2-pyridinyl)-4-pyrimidinyl]aminomethylenemalonate methanesulfonate). The product is N1=C(C=CC=C1)C1=NC=CC(=N1)NC=C(C(=O)OCC)C(=O)OCC (Diethyl N-[2-(2-pyridinyl)-4-pyrimidinyl]aminomethylenemalonate). RXN SMILES: NC1C=CN=C(C2C=CC=CN=2)N=1.C(OC=C(C(OCC)=O)C(OCC)=O)C.CS(O)(=O)=O.[N:34]1[CH:39]=[CH:38][CH:37]=[CH:36][C:35]=1[C:40]1[N:45]=[C:44]([NH:46][CH:47]=[C:48]([C:54]([O:56][CH2:57][CH3:58])=[O:55])[C:49]([O:51][CH2:52][CH3:53])=[O:50])[CH:43]=[CH:42][N:41]=1>>[N:34]1[CH:39]=[CH:38][CH:37]=[CH:36][C:35]=1[C:40]1[N:45]=[C:44]([NH:46][CH:47]=[C:48]([C:54]([O:56][CH2:57][CH3:58])=[O:55])[C:49]([O:51][CH2:52][CH3:53])=[O:50])[CH:43]=[CH:42][N:41]=1 |f:2.3|. Reported procedure: A mixture containing 8.7 g. of 4-amino-2-(2-pyridinyl)pyrimidine and 14.2 g. of diethyl ethoxymethylenemalonate was heated in an oil bath at 130°-140° C. for one hour and then cooled to room temperature. To the cooled reaction mixture was added with stirring 300 ml. of ether and the mixture was filtered. To the filtrate was added 4.8 g. of methanesulfonic acid dissolved in 25 ml. of ethanol whereupon there separated an oily material which became a crystalline solid on standing. The solid was col... Reactants: NC1=CN(CC1)C (3-amino-N-methyl pyrroline), C(C1=CC=CC=C1)N1C(=NC2=C1C=CC=C2)Cl (N-benzyl-2-chlorobenzimidazole), C(C(=O)O)(=O)O (oxalic acid). The solvent is C(C)O.CC(C)O (ethanol 2-propanol). Reaction conditions: temperature 125 celsius. Product: CN1CC(CC1)NC1=NC2=C(N1CC1=CC=CC=C1)C=CC=C2 (N-(1-Methyl-3-pyrrolidinyl)-1-(phenylmethyl)-1H-benzimidazol-2-amine). As a reaction SMILES: [NH2:1][C:2]1[CH2:6][CH2:5][N:4]([CH3:7])[CH:3]=1.[CH2:8]([N:15]1[C:19]2[CH:20]=[CH:21][CH:22]=[CH:23][C:18]=2[N:17]=[C:16]1Cl)[C:9]1[CH:14]=[CH:13][CH:12]=[CH:11][CH:10]=1.C(O)(=O)C(O)=O>C(O)C.CC(O)C>[CH3:7][N:4]1[CH2:5][CH2:6][CH:2]([NH:1][C:16]2[N:15]([CH2:8][C:9]3[CH:14]=[CH:13][CH:12]=[CH:11][CH:10]=3)[C:19]3[CH:20]=[CH:21][CH:22]=[CH:23][C:18]=3[N:17]=2)[CH2:3]1 |f:3.4|. Procedure details: To 14 g (0.14 mol) of 3-amino-N-methyl pyrroline was added 10.4 g (0.042 mol) of N-benzyl-2-chlorobenzimidazole and the reaction mixture heated to 125° C. for 2 days. The reaction mixture was partitioned between 150 mL of 1N NaOH and 100 mL of CH2Cl2. The aqueous layer was extracted again with 100 mL of CH2Cl2. The combined organic layers were washed with 100 mL of 1N NaOH, dried over Na2SO4, filtered, and concentrated by rotary evaporation and subjected to high vacuum at 100° C. for ~30 min. Fo...